Dataset: the Open Reaction Database (ORD), a public repository of structured organic reaction records. Task: describe an organic reaction: reactants, conditions, products, and yield Reactants: CC=1C=2N(C=CN1)C(=NC2)N2CCN(CC2)C(C)=O (1-(4-(8-methylimidazo[1,5-a]pyrazin-3-yl)piperazin-1-yl)ethanone), BrN1C(CCC1=O)=O (N-bromosuccinimide), O (water). The solvent is ClCCl (dichloromethane). Product: BrC=1N=C(N2C1C(=NC=C2)C)N2CCN(CC2)C(C)=O (1-(4-(1-bromo-8-methylimidazo[1,5-a]pyrazin-3-yl)piperazin-1-yl)ethanone). Isolated yield 88.1%. As a reaction SMILES: [CH3:1][C:2]1[C:3]2[N:4]([C:8]([N:11]3[CH2:16][CH2:15][N:14]([C:17](=[O:19])[CH3:18])[CH2:13][CH2:12]3)=[N:9][CH:10]=2)[CH:5]=[CH:6][N:7]=1.[Br:20]N1C(=O)CCC1=O.O>ClCCl>[Br:20][C:10]1[N:9]=[C:8]([N:11]2[CH2:16][CH2:15][N:14]([C:17](=[O:19])[CH3:18])[CH2:13][CH2:12]2)[N:4]2[CH:5]=[CH:6][N:7]=[C:2]([CH3:1])[C:3]=12. Procedure: To 1-(4-(8-methylimidazo[1,5-a]pyrazin-3-yl)piperazin-1-yl)ethanone (0.208 mmol, 54 mg) in dichloromethane (1 ml) at room temperature was added N-bromosuccinimide (0.208 mmol, 37.1 mg). After stirring at room temperature for 5 minutes water was added and the mixture extracted three times with dichloromethane. The combined organic extracts were dried over a phase separation filter and concentrated in vacuo to give 1-(4-(1-bromo-8-methylimidazo[1,5-a]pyrazin-3-yl)piperazin-1-yl)ethanone (62 mg). Reactants: CCO (EtOH), BrCC=1CS[C@H]2N(C1C(=O)OC(C)(C)C)C([C@H]2NC(CC=2SC=CC2)=O)=O (t-butyl 3-bromomethyl-7β-(2-thienylacetamido)ceph-3-em-4-carboxylate), C(C)OC(=O)C=P(C1=CC=CC=C1)(C1=CC=CC=C1)C1=CC=CC=C1 (ethoxycarbonylmethylenetriphenylphosphorane). Solvent: C(C)(=O)OCC (ethyl acetate), C(C)(=O)OCC (ehtyl acetate). Reaction conditions: time 22 hour. The product is C(C)OC(=O)C(CC=1CS[C@H]2N(C1C(=O)OC(C)(C)C)C([C@H]2NC(CC=2SC=CC2)=O)=O)=P(C2=CC=CC=C2)(C2=CC=CC=C2)C2=CC=CC=C2 (t-Butyl 3-(2-Ethoxycarbonyl-2-triphenylphosphoranylideneethyl)-7β-(2-thienylacetamido)ceph-3-em-4-carboxylate). Reaction SMILES: Br[CH2:2][C:3]1[CH2:4][S:5][C@@H:6]2[C@H:17]([NH:18][C:19](=[O:26])[CH2:20][C:21]3[S:22][CH:23]=[CH:24][CH:25]=3)[C:16](=[O:27])[N:7]2[C:8]=1[C:9]([O:11][C:12]([CH3:15])([CH3:14])[CH3:13])=[O:10].[CH2:28]([O:30][C:31]([CH:33]=[P:34]([C:47]1[CH:52]=[CH:51][CH:50]=[CH:49][CH:48]=1)([C:41]1[CH:46]=[CH:45][CH:44]=[CH:43][CH:42]=1)[C:35]1[CH:40]=[CH:39][CH:38]=[CH:37][CH:36]=1)=[O:32])[CH3:29].CCO>C(OCC)(=O)C>[CH2:28]([O:30][C:31]([C:33](=[P:34]([C:47]1[CH:52]=[CH:51][CH:50]=[CH:49][CH:48]=1)([C:41]1[CH:42]=[CH:43][CH:44]=[CH:45][CH:46]=1)[C:35]1[CH:40]=[CH:39][CH:38]=[CH:37][CH:36]=1)[CH2:2][C:3]1[CH2:4][S:5][C@@H:6]2[C@H:17]([NH:18][C:19](=[O:26])[CH2:20][C:21]3[S:22][CH:23]=[CH:24][CH:25]=3)[C:16](=[O:27])[N:7]2[C:8]=1[C:9]([O:11][C:12]([CH3:15])([CH3:14])[CH3:13])=[O:10])=[O:32])[CH3:29]. Procedure: A solution of t-butyl 3-bromomethyl-7β-(2-thienylacetamido)ceph-3-em-4-carboxylate (5.0 g., ca. 10.56 mmole.) in ethyl acetate (90 ml.) was treated with a solution of ethoxycarbonylmethylenetriphenylphosphorane (9.18 g, 26.4 mmole) in ehtyl acetate (110 ml.) and the mixture stirred at 27° for 22 hours, in the dark. The mixture was cooled to ca 3° and stirred for 2 hours after which time precipitated material was collected by filtration and treated as described in Example 1c to give the ylid (3.8... The reactants are CCCc1c(C(=O)Cl)cnn1-c1ccc(Cl)cc1, ClCCl, NC1CCCCC1, CN(C)C=O. The product is CCCc1c(C(=O)NC2CCCCC2)cnn1-c1ccc(Cl)cc1. As a reaction SMILES: [Cl:1][c:2]1[cH:3][cH:4][c:5](-[n:8]2[n:9][cH:10][c:11]([C:16](=[O:17])[Cl:18])[c:12]2[CH2:13][CH2:14][CH3:15])[cH:6][cH:7]1.[Cl:31][CH2:32][Cl:33].[NH2:24][CH:25]1[CH2:26][CH2:27][CH2:28][CH2:29][CH2:30]1.[O:19]=[CH:20][N:21]([CH3:22])[CH3:23]>>[Cl:1][c:2]1[cH:3][cH:4][c:5](-[n:8]2[n:9][cH:10][c:11]([C:16](=[O:17])[NH:24][CH:25]3[CH2:26][CH2:27][CH2:28][CH2:29][CH2:30]3)[c:12]2[CH2:13][CH2:14][CH3:15])[cH:6][cH:7]1. Starting materials: Br, CCO, CN(C)Cc1nc(CO)cs1, Cl, NCCS. Yields the product CN(C)Cc1nc(CSCCN)cs1. Reaction SMILES: [BrH:17].[CH3:18][CH2:19][OH:20].[CH3:1][N:2]([CH3:3])[CH2:4][c:5]1[s:6][cH:7][c:8]([CH2:10][OH:11])[n:9]1.[ClH:12].[NH2:13][CH2:14][CH2:15][SH:16]>>[CH3:1][N:2]([CH3:3])[CH2:4][c:5]1[s:6][cH:7][c:8]([CH2:10][S:16][CH2:15][CH2:14][NH2:13])[n:9]1. The reactants are CC1=CC(=NN1)C1=NC(=NO1)C1=CC=C(C=C1)OC(F)(F)F (5-(5-methyl-1H-pyrazol-3-yl)-3-[4-(trifluoromethoxy)-phenyl]-1,2,4-oxadiazole), CC1=CC(=NN1)C1=NC(=NO1)C1=CC=C(C=C1)OC(F)(F)F (5-(5-methyl-1H-pyrazol-3-yl)-3-[4-(trifluoromethoxy)-phenyl]-1,2,4-oxadiazole), BrCC1=CC=C(O[Si](C(C)C)(C(C)C)C(C)C)C=C1 ([4-(bromomethyl)-phenoxy][tris(1-methylethyl)]silane), BrCC1=CC=C(O[Si](C(C)C)(C(C)C)C(C)C)C=C1 ([4-(bromomethyl)-phenoxy][tris(1-methylethyl)]silane), CC(C)([O-])C.[K+] (potassium tert-butoxide). Solvent: C1CCOC1 (THF). Product: CC1=CC(=NN1CC1=CC=C(C=C1)O[Si](C(C)C)(C(C)C)C(C)C)C1=NC(=NO1)C1=CC=C(C=C1)OC(F)(F)F (5-[5-Methyl-1-(4-{[tris(1-methylethyl)silyl]oxy}benzyl)-1H-pyrazol-3-yl]-3-[4-(trifluoromethoxy)phenyl]-1,2,4-oxadiazole). Yield: 47.0%. Reaction SMILES: [CH3:1][C:2]1[NH:6][N:5]=[C:4]([C:7]2[O:11][N:10]=[C:9]([C:12]3[CH:17]=[CH:16][C:15]([O:18][C:19]([F:22])([F:21])[F:20])=[CH:14][CH:13]=3)[N:8]=2)[CH:3]=1.Br[CH2:24][C:25]1[CH:41]=[CH:40][C:28]([O:29][Si:30]([CH:37]([CH3:39])[CH3:38])([CH:34]([CH3:36])[CH3:35])[CH:31]([CH3:33])[CH3:32])=[CH:27][CH:26]=1.CC(C)([O-])C.[K+]>C1COCC1>[CH3:1][C:2]1[N:6]([CH2:24][C:25]2[CH:26]=[CH:27][C:28]([O:29][Si:30]([CH:31]([CH3:33])[CH3:32])([CH:37]([CH3:39])[CH3:38])[CH:34]([CH3:36])[CH3:35])=[CH:40][CH:41]=2)[N:5]=[C:4]([C:7]2[O:11][N:10]=[C:9]([C:12]3[CH:13]=[CH:14][C:15]([O:18][C:19]([F:20])([F:22])[F:21])=[CH:16][CH:17]=3)[N:8]=2)[CH:3]=1 |f:2.3|. Procedure details: To a mechanically stirred solution of 5-(5-methyl-1H-pyrazol-3-yl)-3-[4-(trifluoromethoxy)-phenyl]-1,2,4-oxadiazole (Intermediate C, 600 mg, 1.93 mmol) and [4-(bromomethyl)-phenoxy][tris(1-methylethyl)]silane (Intermediate M, 1.11 g, 2.90 mmol) in dry THF (15 mL) was added potassium tert-butoxide (239 mg, 2.13 mmol) at a temperature of 0° C. The cooling bath was removed, and the reaction mixture was stirred at rt over night. After the addition of water (75 mL), the crude product was extracted in... Procedure: 4-(6-Bromo-7-methyl-1H-imidazo[4,5-b]pyridin-2-yl)aniline (Example 260) (0.020 g, 0.07 mmol) was dissolved in pyridine and 3-cyanobenzenesulfonyl chloride (0.013 g, 0.07 mmol) was added. The mixture was heated to 60° C. for 3 h. Thereafter the solvent was removed in vacuo and the residue was submitted to HPLC-C18 purification. Yield: 0.006 g (15%) of the title compound as the trifluoroacetate. Product: BrC=1C(=C2C(=NC1)N=C(N2)C2=CC=C(C=C2)NS(=O)(=O)C2=CC(=CC=C2)C#N)C (N-[4-(6-Bromo-7-methyl-1H-imidazo[4,5-b]pyridin-2-yl)phenyl]-3-cyanobenzenesulfonamide). Run in N1=CC=CC=C1 (pyridine). As a reaction SMILES: [Br:1][C:2]1[C:3]([CH3:18])=[C:4]2[NH:10][C:9]([C:11]3[CH:17]=[CH:16][C:14]([NH2:15])=[CH:13][CH:12]=3)=[N:8][C:5]2=[N:6][CH:7]=1.[C:19]([C:21]1[CH:22]=[C:23]([S:27](Cl)(=[O:29])=[O:28])[CH:24]=[CH:25][CH:26]=1)#[N:20]>N1C=CC=CC=1>[Br:1][C:2]1[C:3]([CH3:18])=[C:4]2[NH:10][C:9]([C:11]3[CH:17]=[CH:16][C:14]([NH:15][S:27]([C:23]4[CH:24]=[CH:25][CH:26]=[C:21]([C:19]#[N:20])[CH:22]=4)(=[O:29])=[O:28])=[CH:13][CH:12]=3)=[N:8][C:5]2=[N:6][CH:7]=1. The reactants are BrC=1C(=C2C(=NC1)N=C(N2)C2=CC=C(N)C=C2)C (4-(6-Bromo-7-methyl-1H-imidazo[4,5-b]pyridin-2-yl)aniline), C(#N)C=1C=C(C=CC1)S(=O)(=O)Cl (3-cyanobenzenesulfonyl chloride). Conditions: temperature 60 celsius.